This data is from the Open Reaction Database (ORD), a public repository of structured organic reaction records. The task is: describe an organic reaction: reactants, conditions, products, and yield Starting materials: BrC1=C(C(=CN1S(=O)(=O)C1=CC=CC=C1)C(=O)OC)C(C)C (methyl 5-bromo-4-isopropyl-1-(phenylsulfonyl)-1H-pyrrole-3-carboxylate), 4A, C[N+]1(CCOCC1)[O-] (N-methylmorpholine N-oxide), solution, [H-].C(C(C)C)[Al+]CC(C)C (diisobutylaluminum hydride), powder. The reagents and catalysts are [Ru](=O)(=O)(=O)[O-].C(CC)[N+](CCC)(CCC)CCC (tetra-n-propylammonium perruthenate). Run in C1(=CC=CC=C1)C (toluene). Product: BrC1=C(C(=CN1S(=O)(=O)C1=CC=CC=C1)C=O)C(C)C (5-bromo-4-isopropyl-1-(phenylsulfonyl)-1H-pyrrole-3-carbaldehyde). Isolated yield 86.5%. Reaction SMILES: [Br:1][C:2]1[N:6]([S:7]([C:10]2[CH:15]=[CH:14][CH:13]=[CH:12][CH:11]=2)(=[O:9])=[O:8])[CH:5]=[C:4]([C:16](OC)=[O:17])[C:3]=1[CH:20]([CH3:22])[CH3:21].[H-].C([Al+]CC(C)C)C(C)C.C[N+]1([O-])CCOCC1>C1(C)C=CC=CC=1.[Ru]([O-])(=O)(=O)=O.C([N+](CCC)(CCC)CCC)CC>[Br:1][C:2]1[N:6]([S:7]([C:10]2[CH:15]=[CH:14][CH:13]=[CH:12][CH:11]=2)(=[O:9])=[O:8])[CH:5]=[C:4]([CH:16]=[O:17])[C:3]=1[CH:20]([CH3:22])[CH3:21] |f:1.2,5.6|. Reported procedure: Using methyl 5-bromo-4-isopropyl-1-(phenylsulfonyl)-1H-pyrrole-3-carboxylate (4.8 g), and a 1.5 mol/L solution (50 mL) of diisobutylaluminum hydride in toluene, tetra-n-propylammonium perruthenate (218 mg), N-methylmorpholine N-oxide (1.6 g) and molecular sieves 4A powder (2.5 g), a procedure as in Reference Example 6 was performed to give crude 5-bromo-4-isopropyl-1-(phenylsulfonyl)-1H-pyrrole-3-carbaldehyde (3.83 g) as an oil. Furthermore, using 40% methylamine methanol solution (877 mg), sodi... Starting materials: C(C)NC1=CC=C(C=C1)S(=O)(=O)N (4-(ethylamino)benzene-sulfonamide), ClC1=CC=C(C=C1)N=C=O (4-chlorophenylisocyanate). Solvent: CC(=O)C (acetone), CC(=O)C (acetone), [OH-].[Na+] (sodium hydroxide). Run at time 25 minute. The product is ClC1=CC=C(C=C1)NC(=O)NS(=O)(=O)C1=CC=C(C=C1)NCC (N-[[(4-chlorophenyl)amino]carbonyl]-4-(ethylamino)benzenesulfonamide). As a reaction SMILES: [CH2:1]([NH:3][C:4]1[CH:9]=[CH:8][C:7]([S:10]([NH2:13])(=[O:12])=[O:11])=[CH:6][CH:5]=1)[CH3:2].[Cl:14][C:15]1[CH:20]=[CH:19][C:18]([N:21]=[C:22]=[O:23])=[CH:17][CH:16]=1>CC(C)=O.[OH-].[Na+]>[Cl:14][C:15]1[CH:20]=[CH:19][C:18]([NH:21][C:22]([NH:13][S:10]([C:7]2[CH:6]=[CH:5][C:4]([NH:3][CH2:1][CH3:2])=[CH:9][CH:8]=2)(=[O:11])=[O:12])=[O:23])=[CH:17][CH:16]=1 |f:3.4|. Reported procedure: The 4-(ethylamino)benzene-sulfonamide was dissolved in 7.8 ml of acetone with 7.9 ml of 1N sodium hydroxide added. To this mixture was added 4-chlorophenylisocyanate (1.22 g, 7.9 mmoles), dissolved in 7.8 ml of acetone. This reaction mixture was allowed to stir for 25 minutes at room temperature, then filtered, with a small amount of an acetone:water (1:1) mixture being used to rinse out the flask and wash the filtered solid. The filtrate was acidified with 1N hydrochloric acid (7.9 ml) and stir... Starting materials: C(#N)C1C2=CC=CC=C2C=2C=CC=CC12 (9-Cyanofluorene), [NH2-].[Na+] (sodium amide), ClCCCCl (1,3-dichloropropane). Product: ClCCCC1(C2=CC=CC=C2C=2C=CC=CC12)C#N (9-(3chloropropyl)-9-cyanofluorene). RXN SMILES: [C:1]([CH:3]1[C:15]2[CH:14]=[CH:13][CH:12]=[CH:11][C:10]=2[C:9]2[C:4]1=[CH:5][CH:6]=[CH:7][CH:8]=2)#[N:2].[NH2-].[Na+].[Cl:18][CH2:19][CH2:20][CH2:21]Cl>>[Cl:18][CH2:19][CH2:20][CH2:21][C:3]1([C:1]#[N:2])[C:15]2[CH:14]=[CH:13][CH:12]=[CH:11][C:10]=2[C:9]2[C:4]1=[CH:5][CH:6]=[CH:7][CH:8]=2 |f:1.2|. Procedure: 9-Cyanofluorene was reacted with sodium amide and 1,3-dichloropropane to give 9-(3chloropropyl)-9-cyanofluorene. A solution of 10.0 g. of 9-(3-chloropropyl)-9-cyanofluorene in 200 ml. of morpholine containing 2.0 g. of potassium iodide was stirred at 160° C. for sixteen hours. After cooling the reaction mixture to room temperature, the solution was diluted with 500 ml. of water, and the aqueous mixture was extracted several times with ethylacetate. The organic extracts were combined, washed with... Reactants: COC=1C=C(C=CC1OC)B(O)O (3,4-dimethoxyphenyl boronic acid), C([O-])([O-])=O.[K+].[K+] (potassium carbonate), C1(=CC=CC=C1)S(=O)(=O)N1C=C(C=2C1=NC=CC2)Br (1-benzenesulfonyl-3-bromo-1H-pyrrolo[2,3-b]pyridine). Reagents/catalysts: C=1C=CC(=CC1)[P](C=2C=CC=CC2)(C=3C=CC=CC3)[Pd]([P](C=4C=CC=CC4)(C=5C=CC=CC5)C=6C=CC=CC6)([P](C=7C=CC=CC7)(C=8C=CC=CC8)C=9C=CC=CC9)[P](C=1C=CC=CC1)(C=1C=CC=CC1)C=1C=CC=CC1 (tetrakis(triphenylphosphine)palladium(0)). Solvent: O1CCCC1 (tetrahydrofuran). Run at temperature 120 celsius. Product: C1(=CC=CC=C1)S(=O)(=O)N1C=C(C=2C1=NC=CC2)C2=CC(=C(C=C2)OC)OC (1-benzenesulfonyl-3-(3,4-dimethoxy-phenyl)-1H-pyrrolo[2,3-b]pyridine). As a reaction SMILES: [C:1]1([S:7]([N:10]2[C:14]3=[N:15][CH:16]=[CH:17][CH:18]=[C:13]3[C:12](Br)=[CH:11]2)(=[O:9])=[O:8])[CH:6]=[CH:5][CH:4]=[CH:3][CH:2]=1.[CH3:20][O:21][C:22]1[CH:23]=[C:24](B(O)O)[CH:25]=[CH:26][C:27]=1[O:28][CH3:29].C(=O)([O-])[O-].[K+].[K+]>O1CCCC1.C1C=CC([P]([Pd]([P](C2C=CC=CC=2)(C2C=CC=CC=2)C2C=CC=CC=2)([P](C2C=CC=CC=2)(C2C=CC=CC=2)C2C=CC=CC=2)[P](C2C=CC=CC=2)(C2C=CC=CC=2)C2C=CC=CC=2)(C2C=CC=CC=2)C2C=CC=CC=2)=CC=1>[C:1]1([S:7]([N:10]2[C:14]3=[N:15][CH:16]=[CH:17][CH:18]=[C:13]3[C:12]([C:25]3[CH:24]=[CH:23][C:22]([O:21][CH3:20])=[C:27]([O:28][CH3:29])[CH:26]=3)=[CH:11]2)(=[O:9])=[O:8])[CH:6]=[CH:5][CH:4]=[CH:3][CH:2]=1 |f:2.3.4,^1:47,49,68,87|. Procedure details: 1-Benzenesulfonyl-3-bromo-1H-pyrrolo[2,3-b]pyridine (4, 1.00 g, 2.96 mmol) was dissolved in tetrahydrofuran (16 mL) and 3,4-dimethoxyphenyl boronic acid (1.35 g, 7.41 mmol), tetrakis(triphenylphosphine)palladium(0) (200 mg, 0.1 mmol), and 1 M potassium carbonate (8 mL) were added. The reaction mixture was heated in a CEM Discover microwave at 120° C. for 10 minutes. The reaction mixture was concentrated under reduced pressure and partitioned between ethyl acetate and water. The organic portions ... Starting materials: COc1ccc(C(=O)CBr)cc1, CC(C)=O, [I-], [K+], O. The product is COc1ccc(C(=O)CI)cc1. Reaction SMILES: [Br:1][CH2:2][C:3](=[O:4])[c:5]1[cH:6][cH:7][c:8]([O:11][CH3:12])[cH:9][cH:10]1.[CH3:15][C:16](=[O:17])[CH3:18].[I-:14].[K+:13].[OH2:19]>>[CH2:2]([C:3](=[O:4])[c:5]1[cH:6][cH:7][c:8]([O:11][CH3:12])[cH:9][cH:10]1)[I:14].